This data is from the Open Reaction Database (ORD), a public repository of structured organic reaction records. The task is: describe an organic reaction: reactants, conditions, products, and yield The reactants are O(C1=CC=CC=C1)C=1C=C(C=CC1)C12OCC(CC1)(CC2)CCOCC(=O)OC(C)(C)C (tert-butyl 2-(2-(1-(3-phenoxyphenyl)-2-oxabicyclo[2.2.2]octan-4-yl)ethoxy)acetate), O(C1=CC=CC=C1)C=1C=C(C=CC1)C12OCC(CC1)(CC2)CC(=O)O (2-(1-(3-phenoxyphenyl)-2-oxabicyclo[2.2.2]octan-4-yl)acetic acid), O1C(CCCC1)OC=1C=C(C=CC1)C12OCC(CC1)(CC2)CC(=O)OC (methyl 2-(1-(3-(tetrahydro-2H-pyran-2-yloxy)phenyl)-2-oxabicyclo[2.2.2]octan-4-yl)acetate). Yields the product O1C(CCCC1)OC=1C=C(C=CC1)C12OCC(CC1)(CC2)CCOCC(=O)OC(C)(C)C (tert-Butyl 2-(2-(1-(3-(tetrahydro-2H-pyran-2-yloxy)phenyl)-2-oxabicyclo[2.2.2]octan-4-yl)ethoxy)acetate). As a reaction SMILES: [O:1]([C:8]1[CH:9]=[C:10]([C:14]23[CH2:21][CH2:20][C:17]([CH2:22][CH2:23][O:24][CH2:25][C:26]([O:28][C:29]([CH3:32])([CH3:31])[CH3:30])=[O:27])([CH2:18][CH2:19]2)[CH2:16][O:15]3)[CH:11]=[CH:12][CH:13]=1)[C:2]1C=[CH:6][CH:5]=[CH:4][CH:3]=1.[O:33](C1C=C(C23CCC(CC(O)=O)(CC2)CO3)C=CC=1)C1C=CC=CC=1.O1CCCCC1OC1C=C(C23CCC(CC(OC)=O)(CC2)CO3)C=CC=1>>[O:33]1[CH2:6][CH2:5][CH2:4][CH2:3][CH:2]1[O:1][C:8]1[CH:9]=[C:10]([C:14]23[CH2:21][CH2:20][C:17]([CH2:22][CH2:23][O:24][CH2:25][C:26]([O:28][C:29]([CH3:32])([CH3:31])[CH3:30])=[O:27])([CH2:18][CH2:19]2)[CH2:16][O:15]3)[CH:11]=[CH:12][CH:13]=1. Procedure details: tert-Butyl 2-(2-(1-(3-(tetrahydro-2H-pyran-2-yloxy)phenyl)-2-oxabicyclo[2.2.2]octan-4-yl)ethoxy)acetate was prepared using a procedure analogous to tert-butyl 2-(2-(1-(3-phenoxyphenyl)-2-oxabicyclo[2.2.2]octan-4-yl)ethoxy)acetate except that 2-(1-(3-phenoxyphenyl)-2-oxabicyclo[2.2.2]octan-4-yl)acetic acid was replace with methyl 2-(1-(3-(tetrahydro-2H-pyran-2-yloxy)phenyl)-2-oxabicyclo[2.2.2]octan-4-yl)acetate. The title compound was obtained (1 g, 2.24 mmol, 91% yield) as a clear oil. 1H NMR (5... The reactants are O=Cc1cccc(Cl)c1, O=C(Nc1ccc(Cl)cn1)c1ccccc1NC(=O)C1CCNCC1, O=C(O)C(F)(F)F. Yields the product O=C(Nc1ccc(Cl)cn1)c1ccccc1NC(=O)C1CCN(Cc2cccc(Cl)c2)CC1. Reaction SMILES: [Cl:33][c:34]1[cH:35][c:36]([CH:37]=[O:38])[cH:39][cH:40][cH:41]1.[Cl:8][c:9]1[cH:10][cH:11][c:12]([NH:15][C:16]([c:17]2[c:18]([NH:23][C:24](=[O:25])[CH:26]3[CH2:27][CH2:28][NH:29][CH2:30][CH2:31]3)[cH:19][cH:20][cH:21][cH:22]2)=[O:32])[n:13][cH:14]1.[F:1][C:2]([F:3])([F:4])[C:5]([OH:6])=[O:7]>>[Cl:8][c:9]1[cH:10][cH:11][c:12]([NH:15][C:16]([c:17]2[c:18]([NH:23][C:24](=[O:25])[CH:26]3[CH2:27][CH2:28][N:29]([CH2:37][c:36]4[cH:35][c:34]([Cl:33])[cH:41][cH:40][cH:39]4)[CH2:30][CH2:31]3)[cH:19][cH:20][cH:21][cH:22]2)=[O:32])[n:13][cH:14]1. Starting materials: CCN(CC)S(F)(F)F, ClCCl, [N-]=[N+]=NCCOCCOCCOCCOCCOCCOCCOCCO. Product: [N-]=[N+]=NCCOCCOCCOCCOCCOCCOCCOCCF. Reaction SMILES: [CH2:28]([N:29]([S:30]([F:31])([F:32])[F:34])[CH2:33][CH3:35])[CH3:36].[Cl:37][CH2:38][Cl:39].[N:1](=[N+:2]=[N-:3])[CH2:4][CH2:5][O:6][CH2:7][CH2:8][O:9][CH2:10][CH2:11][O:12][CH2:13][CH2:14][O:15][CH2:16][CH2:17][O:18][CH2:19][CH2:20][O:21][CH2:22][CH2:23][O:24][CH2:25][CH2:26][OH:27]>>[N:1](=[N+:2]=[N-:3])[CH2:4][CH2:5][O:6][CH2:7][CH2:8][O:9][CH2:10][CH2:11][O:12][CH2:13][CH2:14][O:15][CH2:16][CH2:17][O:18][CH2:19][CH2:20][O:21][CH2:22][CH2:23][O:24][CH2:25][CH2:26][F:34]. The reactants are CO, N, O=S(=O)(Nc1nccs1)c1ccc(Cl)nc1. Product: Nc1ccc(S(=O)(=O)Nc2nccs2)cn1. RXN SMILES: [CH3:18][OH:19].[NH3:17].[s:1]1[c:2]([NH:6][S:7](=[O:8])(=[O:9])[c:10]2[cH:11][n:12][c:13]([Cl:16])[cH:14][cH:15]2)[n:3][cH:4][cH:5]1>>[s:1]1[c:2]([NH:6][S:7](=[O:8])(=[O:9])[c:10]2[cH:11][n:12][c:13]([NH2:17])[cH:14][cH:15]2)[n:3][cH:4][cH:5]1.